Dataset: the Open Reaction Database (ORD), a public repository of structured organic reaction records. Task: describe an organic reaction: reactants, conditions, products, and yield The reactants are CCc1cc2c(c(C(F)(F)F)c1)C(=O)NC1CN(C(=O)OC(C)(C)C)CC21, CCOCC, Cl. Product: CCc1cc2c(c(C(F)(F)F)c1)C(=O)NC1CNCC21, Cl. RXN SMILES: [CH2:1]([CH3:2])[c:3]1[cH:4][c:5]2[c:10]([c:11]([C:13]([F:14])([F:15])[F:16])[cH:12]1)[C:9](=[O:17])[NH:8][CH:7]1[CH:6]2[CH2:20][N:19]([C:21]([O:22][C:23]([CH3:24])([CH3:25])[CH3:26])=[O:27])[CH2:18]1.[CH3:29][CH2:30][O:31][CH2:32][CH3:33].[ClH:28]>>[CH2:1]([CH3:2])[c:3]1[cH:4][c:5]2[c:10]([c:11]([C:13]([F:14])([F:15])[F:16])[cH:12]1)[C:9](=[O:17])[NH:8][CH:7]1[CH:6]2[CH2:20][NH:19][CH2:18]1.[ClH:28]. Starting materials: C(C)(C)N1C(NCC1C=1C=C(C=CC1)C1=CC(=CC=C1)S(=O)(=O)C)=O (1-isopropyl-5-(3′-methanesulfonyl-biphenyl-3-yl)-imidazolidin-2-one), [H-].[Na+] (sodium hydride), CS(=O)(=O)Cl (methanesulfonyl chloride). The product is C(C)(C)N1C(N(CC1C=1C=C(C=CC1)C1=CC(=CC=C1)S(=O)(=O)C)S(=O)(=O)C)=O (3-isopropyl-1-methanesulfonyl-4-(3′-methanesulfonyl-biphenyl-3-yl)-imidazolidin-2-one). RXN SMILES: [CH:1]([N:4]1[CH:8]([C:9]2[CH:10]=[C:11]([C:15]3[CH:20]=[CH:19][CH:18]=[C:17]([S:21]([CH3:24])(=[O:23])=[O:22])[CH:16]=3)[CH:12]=[CH:13][CH:14]=2)[CH2:7][NH:6][C:5]1=[O:25])([CH3:3])[CH3:2].[H-].[Na+].[CH3:28][S:29](Cl)(=[O:31])=[O:30]>>[CH:1]([N:4]1[CH:8]([C:9]2[CH:10]=[C:11]([C:15]3[CH:20]=[CH:19][CH:18]=[C:17]([S:21]([CH3:24])(=[O:22])=[O:23])[CH:16]=3)[CH:12]=[CH:13][CH:14]=2)[CH2:7][N:6]([S:29]([CH3:28])(=[O:31])=[O:30])[C:5]1=[O:25])([CH3:3])[CH3:2] |f:1.2|. Reported procedure: In analogy to example 13, step 2,1-isopropyl-5-(3′-methanesulfonyl-biphenyl-3-yl)-imidazolidin-2-one (example 13, step 1) was reacted with sodium hydride and methanesulfonyl chloride to give 3-isopropyl-1-methanesulfonyl-4-(3′-methanesulfonyl-biphenyl-3-yl)-imidazolidin-2-one as an off-white solid. MS: 454.4 ([M+NH4]+)